This data is from the Open Reaction Database (ORD), a public repository of structured organic reaction records. The task is: describe an organic reaction: reactants, conditions, products, and yield Starting materials: FC1=CC=C(C=CC(=O)O)C=C1 (4-fluorocinnamic acid), CO (methanol), S(O)(O)(=O)=O (sulfuric acid), CO (methanol), O (water). Solvent: C(C)OCC (diethyl ether). Conditions: time 18 hour. Product: COC(C=CC1=CC=C(C=C1)F)=O (methyl-4-fluorocinnamate). As a reaction SMILES: [F:1][C:2]1[CH:12]=[CH:11][C:5]([CH:6]=[CH:7][C:8]([OH:10])=[O:9])=[CH:4][CH:3]=1.[CH3:13]O.S(=O)(=O)(O)O.O>C(OCC)C>[CH3:13][O:9][C:8](=[O:10])[CH:7]=[CH:6][C:5]1[CH:4]=[CH:3][C:2]([F:1])=[CH:12][CH:11]=1. Procedure details: A one liter round bottom flask was charged with 50 grams (0.30 moles) of 4-fluorocinnamic acid, 500 milliliters of methanol, and 5.0 grams of concentrated sulfuric acid. This mixture was brought to reflux and kept there for 18 hours. After cooling, one half of the methanol was stripped under vacuum, and the remaining solution was poured into 600 milliliters of water. The precipitated solid was taken into 500 milliliters of diethyl ether and the aqueous phase was discarded. The ether solution was... Reactants: CN(CCNC1=CC=CC=2SC3=CC=C(C=C3C(C12)=O)OC)C (1-(2-dimethylaminoethylamino)-7-methoxythioxanthenone), I (HI). The product is CN(CCNC1=CC=CC=2SC3=CC=C(C=C3C(C12)=O)O)C (1-(2-dimethylaminoethylamino)-7-hydroxythioxanthenone). As a reaction SMILES: [CH3:1][N:2]([CH3:23])[CH2:3][CH2:4][NH:5][C:6]1[C:19]2[C:18](=[O:20])[C:17]3[C:12](=[CH:13][CH:14]=[C:15]([O:21]C)[CH:16]=3)[S:11][C:10]=2[CH:9]=[CH:8][CH:7]=1.I>>[CH3:1][N:2]([CH3:23])[CH2:3][CH2:4][NH:5][C:6]1[C:19]2[C:18](=[O:20])[C:17]3[C:12](=[CH:13][CH:14]=[C:15]([OH:21])[CH:16]=3)[S:11][C:10]=2[CH:9]=[CH:8][CH:7]=1. Procedure details: mixing the product of step (c) with HI under conditions to form 1-(2-dimethylaminoethylamino)-7-hydroxythioxanthenone;